From a dataset of the Open Reaction Database (ORD), a public repository of structured organic reaction records. describe an organic reaction: reactants, conditions, products, and yield The reactants are C1=CC=CC1 (cyclopentadiene), C=O (formaldehyde), C(=O)C=C (acrolein), C12(C=CC(CC1)C2)C=O (norbornene carboxaldehyde). Yields the product C12C(CC(C=C1)C2)(CO)CO (5-norbornene-2,2-dimethanol). Reaction SMILES: C1CC=CC=1.[CH:6]([CH:8]=[CH2:9])=[O:7].[C:10]12(C=O)[CH2:16]C(C[CH2:15]1)[CH:12]=[CH:11]2.[CH2:19]=[O:20]>>[CH:9]12[CH2:16][CH:10]([CH:11]=[CH:12]1)[CH2:15][C:8]2([CH2:19][OH:20])[CH2:6][OH:7]. Reported procedure: Briefly, the process of Bailey may be described as follows. Dicyclopentadiene is heated to between 240°-250° C. to form an 80-85% yield cyclopentadiene, which is allowed to react with acrolein to produce norbornene carboxaldehyde in a yield of 79% based on the cyclopentadiene (83% based on the acrolein). The resulting norbornene carboxaldehyde is allowed to react with formaldehyde and caustic to form 5-norbornene-2,2-dimethanol which is heated to between 420°-450° C. to form 1,1-dihydroxymethyl ... Starting materials: C(C)(=O)OC=1[C@]2(CC)[C@@H](CC1)[C@@H]1CCC=3C=C(C=CC3[C@H]1CC2)OC (17-acetoxy-3-methoxy-18-methyl-1,3,5(10),16-estratetraene), C(C=C)COC([O-])=O (allylmethylcarbonate), C[O-].C(CCC)[Sn+](CCCC)CCCC (tributyltin methoxide). The reagents and catalysts are C(C)(=O)[O-].[Pd+2].C(C)(=O)[O-] (palladium acetate). The solvent is C(C)#N (acetonitrile), O (water). Yields the product COC1=CC=2CC[C@H]3[C@@H]4C=CC([C@@]4(CC)CC[C@@H]3C2C=C1)=O (3-Methoxy-18-methyl-1,3,5(10),15-estratetraen-17-one). Reaction SMILES: C([O:4][C:5]1[C@:6]2([CH2:23][CH2:22][C@H:21]3[C@@H:12]([CH2:13][CH2:14][C:15]4[CH:16]=[C:17]([O:24][CH3:25])[CH:18]=[CH:19][C:20]=43)[C@@H:9]2[CH2:10][CH:11]=1)[CH2:7][CH3:8])(=O)C.C(COC(=O)[O-])C=C.C[O-].C([Sn+](CCCC)CCCC)CCC>C(#N)C.O.C([O-])(=O)C.[Pd+2].C([O-])(=O)C>[CH3:25][O:24][C:17]1[CH:18]=[CH:19][C:20]2[C@@H:21]3[C@H:12]([C@H:9]4[C@@:6]([CH2:23][CH2:22]3)([CH2:7][CH3:8])[C:5](=[O:4])[CH:11]=[CH:10]4)[CH2:13][CH2:14][C:15]=2[CH:16]=1 |f:2.3,6.7.8|. Procedure details: 3.4 g of 17-acetoxy-3-methoxy-18-methyl-1,3,5(10),16-estratetraene is refluxed for 1.5 hours in 50 ml of acetonitrile with 2.3 ml of allylmethylcarbonate, 220 mg of palladium acetate and 580 microliters of tributyltin methoxide. The reaction mix is then diluted with water, extracted with dichloromethane and concentrated under vacuum. After chromatographic purification, 2.1 g of 3-methoxy-18-methyl-1,3,5(10),15-estratetraen-17-one with a melting point of 158°-160° C. is obtained. Starting materials: CC(C)(C)OC(=O)N1CC1COc1ccc(C#N)cc1, O=C(OCc1ccccc1)N1CC2CNCC(C1)O2. Yields the product CC(C)(C)OC(=O)NC(COc1ccc(C#N)cc1)CN1CC2CN(C(=O)OCc3ccccc3)CC(C1)O2. As a reaction SMILES: [C:20](#[N:21])[c:22]1[cH:23][cH:24][c:25]([O:26][CH2:27][CH:28]2[N:29]([C:31](=[O:32])[O:33][C:34]([CH3:35])([CH3:36])[CH3:37])[CH2:30]2)[cH:38][cH:39]1.[CH:1]12[CH2:2][N:3]([C:10](=[O:11])[O:12][CH2:13][c:14]3[cH:15][cH:16][cH:17][cH:18][cH:19]3)[CH2:4][CH:5]([CH2:6][NH:7][CH2:8]1)[O:9]2>>[CH:1]12[CH2:2][N:3]([C:10](=[O:11])[O:12][CH2:13][c:14]3[cH:15][cH:16][cH:17][cH:18][cH:19]3)[CH2:4][CH:5]([CH2:6][N:7]([CH2:30][CH:28]([CH2:27][O:26][c:25]3[cH:24][cH:23][c:22]([C:20]#[N:21])[cH:39][cH:38]3)[NH:29][C:31](=[O:32])[O:33][C:34]([CH3:35])([CH3:36])[CH3:37])[CH2:8]1)[O:9]2. Reactants: FC=1C=CC(=NC1)C1=NOC(=C1CCC=1SC(=CN1)C(=O)O)C (2-{2-[3-(5-fluoro-pyridin-2-yl)-5-methyl-isoxazol-4-yl]-ethyl}-thiazole-5-carboxylic acid), C(C)(C)N (isopropylamine). Yields the product C(C)(C)NC(=O)C1=CN=C(S1)CCC=1C(=NOC1C)C1=NC=C(C=C1)F (2-{2-[3-(5-Fluoro-pyridin-2-yl)-5-methyl-isoxazol-4-yl]-ethyl}-thiazole-5-carboxylic acid isopropylamide). Isolated yield 51.0%. RXN SMILES: [F:1][C:2]1[CH:3]=[CH:4][C:5]([C:8]2[C:12]([CH2:13][CH2:14][C:15]3[S:16][C:17]([C:20]([OH:22])=O)=[CH:18][N:19]=3)=[C:11]([CH3:23])[O:10][N:9]=2)=[N:6][CH:7]=1.[CH:24]([NH2:27])([CH3:26])[CH3:25]>>[CH:24]([NH:27][C:20]([C:17]1[S:16][C:15]([CH2:14][CH2:13][C:12]2[C:8]([C:5]3[CH:4]=[CH:3][C:2]([F:1])=[CH:7][N:6]=3)=[N:9][O:10][C:11]=2[CH3:23])=[N:19][CH:18]=1)=[O:22])([CH3:26])[CH3:25]. Reported procedure: As described for example 40c, 2-{2-[3-(5-fluoro-pyridin-2-yl)-5-methyl-isoxazol-4-yl]-ethyl}-thiazole-5-carboxylic acid (67 mg, 0.20 mmol) was converted, using isopropylamine instead of 4-aminotetrahydropyran, to the title compound (42 mg, 51%) which was obtained as a white solid. MS: m/e=375.3 [M+H]+. The reactants are C(C)(C)NCCN (2-isopropylaminoethylamine), NC(=O)N (urea). Reaction conditions: temperature 125 celsius. The product is C(C)(C)N1C(NCC1)=O (N-isopropyl-2-imidazolidone). Yield: 98.5%. RXN SMILES: [CH:1]([NH:4][CH2:5][CH2:6][NH2:7])([CH3:3])[CH3:2].N[C:9](N)=[O:10]>>[CH:1]([N:4]1[CH2:5][CH2:6][NH:7][C:9]1=[O:10])([CH3:3])[CH3:2]. Procedure details: A five-liter three necked flask equipped with a thermometer, condenser, stirrer, and nitrogen inlet was charged with 2-isopropylaminoethylamine (2550 g, 25 moles) and urea (1500 g, 25 moles). The reaction mixture was heated to 125° C. for seven hours and then 170° C. until no more gas releasing was observed. About 3155 g of N-isopropyl-2-imidazolidone was obtained. The reaction is represented as follows: ##STR10## The reactants are IC=1C(=CC2=C(OCO2)C1)SC1=NC(=C2N=CNC2=N1)N ((6-iodobenzo[d][1,3]dioxol-5-yl)thio-9H-purin-6-amine), C(C)(=O)OC(C(=O)NCCCBr)(C)C (1-((3-bromopropyl)amino)-2-methyl-1-oxopropan-2-yl acetate), C(=O)([O-])[O-].[Cs+].[Cs+] (Cs2CO3), CN(C)C=O (DMF). Conditions: time 8 hour. Product: C(C)(=O)OC(C(=O)NCCCN1C2=NC=NC(=C2N=C1SC1=CC2=C(OCO2)C=C1I)N)(C)C (1-((3-(6-Amino-8-((6-iodobenzo[d][1,3]dioxol-5-yl)thio)-9H-purin-9-yl)propyl)amino)-2-methyl-1-oxopropan-2-yl acetate). Yield: 22.0%. As a reaction SMILES: [I:1][C:2]1[C:3]([S:11][C:12]2[N:20]=[C:19]3[C:15]([N:16]=[CH:17][NH:18]3)=[C:14](N)[N:13]=2)=[CH:4][C:5]2[O:9][CH2:8][O:7][C:6]=2[CH:10]=1.[C:22]([O:25][C:26]([CH3:35])([CH3:34])[C:27]([NH:29][CH2:30][CH2:31][CH2:32]Br)=[O:28])(=[O:24])[CH3:23].C([O-])([O-])=O.[Cs+].[Cs+].C[N:43](C=O)C>>[C:22]([O:25][C:26]([CH3:35])([CH3:34])[C:27]([NH:29][CH2:30][CH2:31][CH2:32][N:20]1[C:12]([S:11][C:3]2[C:2]([I:1])=[CH:10][C:6]3[O:7][CH2:8][O:9][C:5]=3[CH:4]=2)=[N:13][C:14]2[C:19]1=[N:18][CH:17]=[N:16][C:15]=2[NH2:43])=[O:28])(=[O:24])[CH3:23] |f:2.3.4|. Procedure: To a solution of 8-((6-iodobenzo[d][1,3]dioxol-5-yl)thio-9H-purin-6-amine (59 mg, 0.14 mmol) in DMF (1.5 mL) was added 1-((3-bromopropyl)amino)-2-methyl-1-oxopropan-2-yl acetate (120 mg, 0.48 mmol) and Cs2CO3 (93 mg, 0.28 mmol). The resulting mixture was stirred at room temperature overnight. The reaction mixture was condensed under vacuum and the residue was purified by Prep TLC (CH2Cl2:NH3-MeOH (7N), 20:1) to yield WS57 as a white solid (19 mg, 22%). 1H NMR (600 MHz, CDCl3): δ 8.23 (s, 1H), 7.... The reactants are BrC1=CC(=C(C(=O)OC)C=C1)OC (methyl 4-bromo-2-methoxybenzoate), C(C)(=O)OCC (ethyl acetate). The product is COC(=O)C1=C(C=C(C=C1)C1=CC(=C(C=C1)OC)OC)OC (3,3',4'-trimethoxy[1,1'-biphenyl]-4-carboxylic acid methyl ester). RXN SMILES: Br[C:2]1[CH:11]=[CH:10][C:5]([C:6]([O:8][CH3:9])=[O:7])=[C:4]([O:12][CH3:13])[CH:3]=1.[C:14]([O:17][CH2:18][CH3:19])(=O)C>>[CH3:9][O:8][C:6]([C:5]1[CH:10]=[CH:11][C:2]([C:4]2[CH:3]=[CH:19][C:18]([O:17][CH3:14])=[C:6]([O:8][CH3:9])[CH:5]=2)=[CH:3][C:4]=1[O:12][CH3:13])=[O:7]. Procedure details: A solution of 9.3 mL of 4-bromoveratrole in 200 mL of THF was cooled to -78° C. and 73 mL of 1.51M n-butyl lithium was added dropwise. The reaction mixture was stirred for 3 hours at -78° C. and a solution of freshly fused zinc chloride in 100 mL of THF was added. After 1 hour, this solution was added to a second solution formed by treatment of a suspension of 1.7 g of bis(triphenylphosphine)palladium dichloride in 300 mL of THF with 4.9 mL of a 1M solution of diisobutylaluminum hydride in hexan...